From a dataset of the Open Reaction Database (ORD), a public repository of structured organic reaction records. describe an organic reaction: reactants, conditions, products, and yield Starting materials: CN(CCN(Cc1cc(-n2nc(C(F)(F)F)cc2C(=O)O)cs1)C(=O)OC(C)(C)C)C(=O)OC(C)(C)C, COc1ccccc1CN. Yields the product COc1ccccc1CNC(=O)c1cc(C(F)(F)F)nn1-c1csc(CN(CCN(C)C(=O)OC(C)(C)C)C(=O)OC(C)(C)C)c1. Reaction SMILES: [C:1]([CH3:2])([CH3:3])([CH3:4])[O:5][C:6](=[O:7])[N:8]([CH2:9][CH2:10][N:11]([CH3:12])[C:13](=[O:14])[O:15][C:16]([CH3:17])([CH3:18])[CH3:19])[CH2:20][c:21]1[cH:22][c:23](-[n:26]2[n:27][c:28]([C:34]([F:35])([F:36])[F:37])[cH:29][c:30]2[C:31](=[O:32])[OH:33])[cH:24][s:25]1.[CH3:38][O:39][c:40]1[c:41]([CH2:42][NH2:43])[cH:44][cH:45][cH:46][cH:47]1>>[C:1]([CH3:2])([CH3:3])([CH3:4])[O:5][C:6](=[O:7])[N:8]([CH2:9][CH2:10][N:11]([CH3:12])[C:13](=[O:14])[O:15][C:16]([CH3:17])([CH3:18])[CH3:19])[CH2:20][c:21]1[cH:22][c:23](-[n:26]2[n:27][c:28]([C:34]([F:35])([F:36])[F:37])[cH:29][c:30]2[C:31](=[O:33])[NH:43][CH2:42][c:41]2[c:40]([O:39][CH3:38])[cH:47][cH:46][cH:45][cH:44]2)[cH:24][s:25]1. Starting materials: ClC1=C(C=CC=C1)C1=C(C=NC=C1)N(C(C1=CC(=CC(=C1)C(F)(F)F)C(F)(F)F)=O)CCS(=O)(=O)C (N-[4-(2-Chloro-phenyl)-pyridin-3-yl]-N-(2-methanesulfonyl-ethyl)-3,5-bis-trifluoromethyl-benzamide), FC1=CC(=C(C=C1)C1=C(C=NC=C1)NC(OC(C)(C)C)=O)OC (tert-butyl 4-(4-fluoro-2-methoxyphenyl)pyridin-3-ylcarbamate), C(C1CCCO1)Cl (tetrahydrofurfurylchloride). The product is FC1=CC(=C(C=C1)C1=C(C=NC=C1)N(C(OC(C)(C)C)=O)CC1OCCC1)OC (tert-Butyl 4-(4-fluoro-2-methoxyphenyl)pyridin-3-yl((tetrahydrofuran-2-yl)methyl)carbamate). Reaction SMILES: ClC1C=CC=CC=1C1C=CN=CC=1N(CCS(C)(=O)=O)[C:15](=[O:30])[C:16]1C=C(C(F)(F)F)[CH:19]=[C:18](C(F)(F)F)[CH:17]=1.[F:37][C:38]1[CH:43]=[CH:42][C:41]([C:44]2[CH:49]=[CH:48][N:47]=[CH:46][C:45]=2[NH:50][C:51](=[O:57])[O:52][C:53]([CH3:56])([CH3:55])[CH3:54])=[C:40]([O:58][CH3:59])[CH:39]=1.C(Cl)C1OCCC1>>[F:37][C:38]1[CH:43]=[CH:42][C:41]([C:44]2[CH:49]=[CH:48][N:47]=[CH:46][C:45]=2[N:50]([CH2:19][CH:18]2[CH2:17][CH2:16][CH2:15][O:30]2)[C:51](=[O:57])[O:52][C:53]([CH3:54])([CH3:55])[CH3:56])=[C:40]([O:58][CH3:59])[CH:39]=1. Procedure: The title compound was prepared in analogy to example 85, intermediate c, from tert-butyl 4-(4-fluoro-2-methoxyphenyl)pyridin-3-ylcarbamate and tetrahydrofurfurylchloride after a reaction time of 72 hours at 70° C. The compound was purified by silica gel chromatography on a 20 g column using an MPLC system (CombiFlash Companion, Isco Inc.) eluting with a gradient of n-heptane:EtOAc (100:0 to 0:100). Light yellow solid (38%). MS (ESI): m/z=403.205 [M+H]+.